This data is from the Open Reaction Database (ORD), a public repository of structured organic reaction records. The task is: describe an organic reaction: reactants, conditions, products, and yield Reported procedure: The protected amine 700 (0.29 g, 0.77 mmol) was stirred at room temperature for 6 h in methanol (20 mL) with 10% Pd/C (129 mg, 50% wet) under hydrogen (1 atm). The catalyst was filtered off and the solvent was removed under reduced pressure to give amine 710 (0.165 g, 90%) as a clear oil. 1H NMR (300 MHz, CD3OD) δ 1.56 (m, 4H), 2.51 (t, 2H), 2.71 (t, 2H), 3.02 (m, 1H), 3.27 (m, 1H), 3.30 (m, 2H), 3.56 (m, 2H), 3.80 (m, 1H), 6.60 (d, 2H), 6.95 (d, 2H). m/z (ESI) 239 [C13H22N2O2+H]+. Run in CO (methanol). Reactants: C(C1=CC=CC=C1)OC(NCCCCC1=CC=C(C=C1)NC[C@H](CO)O)=O ({4-[4-((2R)-2,3-Dihydroxypropylamino)phenyl]butyl}carbamic acid benzyl ester). Reagents/catalysts: [Pd] (Pd/C). RXN SMILES: C(OC(=O)[NH:10][CH2:11][CH2:12][CH2:13][CH2:14][C:15]1[CH:20]=[CH:19][C:18]([NH:21][CH2:22][C@@H:23]([OH:26])[CH2:24][OH:25])=[CH:17][CH:16]=1)C1C=CC=CC=1>CO.[Pd]>[OH:26][C@@H:23]([CH2:24][OH:25])[CH2:22][NH:21][C:18]1[CH:19]=[CH:20][C:15]([CH2:14][CH2:13][CH2:12][CH2:11][NH2:10])=[CH:16][CH:17]=1. Product: O[C@H](CNC1=CC=C(C=C1)CCCCN)CO (4-[4-((2R)-2,3-Dihydroxypropylamino)phenyl]butylamine). Isolated yield 89.9%.